Dataset: the Open Reaction Database (ORD), a public repository of structured organic reaction records. Task: describe an organic reaction: reactants, conditions, products, and yield Reactants: solution, C1(CCCCC1)[Mg]Br (cyclohexylmagnesium bromide), C(C)OC(=O)C1CCN(CC1)S(=O)(=O)C1=CC=CC=C1 (1-(phenylsulfonyl)-4-piperidinecarboxylic acid ethyl ester). The solvent is CCOCC (ether), O1CCCC1 (tetrahydrofuran). Run at time 2 hour. Product: C1(CCCCC1)C(=O)C1CCN(CC1)S(=O)(=O)C1=CC=CC=C1 (Cyclohexyl[1-(phenylsulfonyl)-4-piperidinyl]methanone). The yield is 29.8%. As a reaction SMILES: C(O[C:4]([CH:6]1[CH2:11][CH2:10][N:9]([S:12]([C:15]2[CH:20]=[CH:19][CH:18]=[CH:17][CH:16]=2)(=[O:14])=[O:13])[CH2:8][CH2:7]1)=[O:5])C.[CH:21]1([Mg]Br)[CH2:26][CH2:25][CH2:24][CH2:23][CH2:22]1>O1CCCC1.CCOCC>[CH:21]1([C:4]([CH:6]2[CH2:7][CH2:8][N:9]([S:12]([C:15]3[CH:16]=[CH:17][CH:18]=[CH:19][CH:20]=3)(=[O:13])=[O:14])[CH2:10][CH2:11]2)=[O:5])[CH2:26][CH2:25][CH2:24][CH2:23][CH2:22]1. Reported procedure: To a solution of 25.1 g (0.085 mole) of 1-(phenylsulfonyl)-4-piperidinecarboxylic acid ethyl ester in 500 ml of dry tetrahydrofuran cooled to 0° C. and under an atmosphere of nitrogen, was added 95 ml of a 2 molar solution (0.19 mole) of cyclohexylmagnesium bromide in ether. The mixture was stirred for 2 hr at ambient temperature and then was quenched on an icy solution of ammonium chloride. The mixture was extracted with methylene chloride. The methylene chloride solution was dried over magnesi...